Dataset: the Open Reaction Database (ORD), a public repository of structured organic reaction records. Task: describe an organic reaction: reactants, conditions, products, and yield The reactants are CCN1C(=O)Cc2ccccc21, ClCCl, COC(Cl)Cl, [Cl-], [Cl-], [Cl-], [Cl-], [Ti+4]. Yields the product CCN1C(=O)Cc2cc(C=O)ccc21. RXN SMILES: [CH2:1]([CH3:2])[N:3]1[C:4](=[O:12])[CH2:5][c:6]2[cH:7][cH:8][cH:9][cH:10][c:11]21.[CH2:23]([Cl:24])[Cl:25].[CH3:13][O:14][CH:15]([Cl:16])[Cl:17].[Cl-:18].[Cl-:19].[Cl-:20].[Cl-:21].[Ti+4:22]>>[CH2:1]([CH3:2])[N:3]1[C:4](=[O:12])[CH2:5][c:6]2[cH:7][c:8]([CH:13]=[O:14])[cH:9][cH:10][c:11]21.